From a dataset of the Open Reaction Database (ORD), a public repository of structured organic reaction records. describe an organic reaction: reactants, conditions, products, and yield The reactants are [Cl-].O[NH3+] (hydroxylammonium chloride), C(O)([O-])=O.[Na+] (sodium hydrogen carbonate), C(CCC)C=1N=C(NC(C1CC1=CC=C(C=C1)C=1C(=CC=CC1)C#N)=O)C (4′-[(4-butyl-2-methyl-6-oxo-1,6-dihydropyrimidin-5-yl)methyl]biphenyl-2-carbonitrile), [H-].[Na+] (sodium hydride), BrCC=1SC=CC1 (2-(bromomethyl)thiophene). The solvent is CS(=O)C (dimethyl sulfoxide), C(C)(=O)OCC (ethyl acetate), CS(=O)C (dimethyl sulfoxide), CN(C=O)C (N,N-dimethylformamide), C(C)(=O)OCC (ethyl acetate). Conditions: time 10 minute. Product: C(CCC)C1=C(C(N(C(=N1)C)CC=1SC=CC1)=O)CC1=CC=C(C=C1)C1=C(C=CC=C1)C1=NOC(N1)=O (6-butyl-2-methyl-5-{[2′-(5-oxo-4,5-dihydro-1,2,4-oxadiazol-3-yl)biphenyl-4-yl]methyl}-3-(2-thienylmethyl)pyrimidin-4(3H)-one). Yield: 28.6%. As a reaction SMILES: [CH2:1]([C:5]1[N:6]=[C:7]([CH3:27])[NH:8][C:9](=[O:26])[C:10]=1[CH2:11][C:12]1[CH:17]=[CH:16][C:15]([C:18]2[C:19]([C:24]#[N:25])=[CH:20][CH:21]=[CH:22][CH:23]=2)=[CH:14][CH:13]=1)[CH2:2][CH2:3][CH3:4].[H-].[Na+].Br[CH2:31][C:32]1[S:33][CH:34]=[CH:35][CH:36]=1.[Cl-].O[NH3+:39].[C:40](=[O:43])([O-])[OH:41].[Na+]>C(OCC)(=O)C.CS(C)=O.CN(C)C=O>[CH2:1]([C:5]1[N:6]=[C:7]([CH3:27])[N:8]([CH2:31][C:32]2[S:33][CH:34]=[CH:35][CH:36]=2)[C:9](=[O:26])[C:10]=1[CH2:11][C:12]1[CH:17]=[CH:16][C:15]([C:18]2[CH:23]=[CH:22][CH:21]=[CH:20][C:19]=2[C:24]2[NH:39][C:40](=[O:43])[O:41][N:25]=2)=[CH:14][CH:13]=1)[CH2:2][CH2:3][CH3:4] |f:1.2,4.5,6.7|. Reported procedure: A mixture of 4′-[(4-butyl-2-methyl-6-oxo-1,6-dihydropyrimidin-5-yl)methyl]biphenyl-2-carbonitrile (1 g), sodium hydride (0.17 g) and N,N-dimethylformamide (10 mL) was stirred at room temperature for 10 min, 2-(bromomethyl)thiophene (5 g) was added, and the mixture was stirred at room temperature for 16 hr. The reaction mixture was diluted with ethyl acetate, washed with 5% aqueous potassium hydrogen sulfate solution and then with saturated brine, and dried over anhydrous magnesium sulfate. The s... Starting materials: FC1=C(CN2\C(\CCC2)=N\C(C)=C(C(=O)OCC)C(=O)OCC)C=CC=C1F ((E)-diethyl 2-(1-((1-(2,3-difluorobenzyl)pyrrolidin-2-ylidene)amino)ethylidene)malonate), [O-]CC.[Na+] (sodium ethoxide), CCO (EtOH), Cl.O (HCl water), Cl.O (HCl water). Solvent: CN(C=O)C (N,N-dimethylformamide). Run at time 1 hour. Yields the product FC1=C(CN2CCC=3C2=NC(=C(C3O)C(=O)OCC)C)C=CC=C1F (ethyl 1-(2,3-difluorobenzyl)-4-hydroxy-6-methyl-2,3-dihydro-1H-pyrrolo[2,3-b]pyridine-5-carboxylate). Isolated yield 39.1%. RXN SMILES: [F:1][C:2]1[C:27]([F:28])=[CH:26][CH:25]=[CH:24][C:3]=1[CH2:4][N:5]1[CH2:9][CH2:8][CH2:7]/[C:6]/1=[N:10]\[C:11](=[C:13]([C:19](OCC)=[O:20])[C:14]([O:16][CH2:17][CH3:18])=[O:15])[CH3:12].[O-]CC.[Na+].CCO.Cl.O>CN(C)C=O>[F:1][C:2]1[C:27]([F:28])=[CH:26][CH:25]=[CH:24][C:3]=1[CH2:4][N:5]1[C:6]2=[N:10][C:11]([CH3:12])=[C:13]([C:14]([O:16][CH2:17][CH3:18])=[O:15])[C:19]([OH:20])=[C:7]2[CH2:8][CH2:9]1 |f:1.2,4.5|. Procedure details: To a solution of (E)-diethyl 2-(1-((1-(2,3-difluorobenzyl)pyrrolidin-2-ylidene)amino)ethylidene)malonate (36.3 g, 69.9 mmol) in N,N-dimethylformamide (DMF) (140 mL) was added sodium ethoxide (78 mL, 210 mmol) (21% wt./EtOH) and the mixture was placed in a pre-heated oil bath at 100° C. and stirred for 1 h. The mixture was cooled to ambient temperature and then poured slowly into cold 1 N HCl/water (−150 mL) and then more 1N HCl/water was added to pH 8-9. After stirring at 0° C. for 30 min The so... The reactants are ClC1=C(C(=CC(=C1)C(F)(F)F)Cl)NN=CCC#N (3-(2,6-dichloro-4-trifluoromethylphenylhydrazono)propionitrile), 3-(2,6-dichloro-4-trifluoromethylphenylhydrazino)propionitrile Cupric chloride, ClC1=C(C(=CC(=C1)C(F)(F)F)Cl)NNCCC#N (3-(2,6-dichloro-4-trifluoromethylphenylhydrazino)propionitrile). Run in ClC1=CC=CC=C1 (chlorobenzene). Reaction conditions: temperature 65 celsius. Yields the product ClC1=C(C(=CC(=C1)C(F)(F)F)Cl)NN=CCC#N (3-(2,6-dichloro-4-trifluoromethylphenylhydrazono)propionitrile), ClC1=C(C(=CC(=C1)C(F)(F)F)Cl)N=NCCC#N (3-(2,6-dichloro-4-trifluoromethylphenylazo)propionitrile). As a reaction SMILES: [Cl:1][C:2]1[CH:7]=[C:6]([C:8]([F:11])([F:10])[F:9])[CH:5]=[C:4]([Cl:12])[C:3]=1[NH:13][N:14]=[CH:15][CH2:16][C:17]#[N:18].[Cl:19][C:20]1[CH:25]=[C:24]([C:26]([F:29])([F:28])[F:27])[CH:23]=[C:22]([Cl:30])[C:21]=1[NH:31][NH:32][CH2:33][CH2:34][C:35]#[N:36]>ClC1C=CC=CC=1>[Cl:1][C:2]1[CH:7]=[C:6]([C:8]([F:10])([F:9])[F:11])[CH:5]=[C:4]([Cl:12])[C:3]=1[NH:13][N:14]=[CH:15][CH2:16][C:17]#[N:18].[Cl:19][C:20]1[CH:25]=[C:24]([C:26]([F:28])([F:27])[F:29])[CH:23]=[C:22]([Cl:30])[C:21]=1[N:31]=[N:32][CH2:33][CH2:34][C:35]#[N:36]. Reported procedure: Preparation of 3-(2,6-dichloro-4-trifluoromethylphenylhydrazono)propionitrile from 3-(2,6-dichloro-4-trifluoromethylphenylhydrazino)propionitrile Cupric chloride (0.673 g, 2.5 equivalents) was added in one portion to a solution of 3-(2,6-dichloro-4-trifluoromethylphenylhydrazino)propionitrile (0.591 g, 2 mmol) in chlorobenzene, and the mixture heated at 65° C. for 50 minutes. The reaction was judged to be complete and was cooled, washed (water), dried (magnesium sulfate), evaporated and separate... Starting materials: CC(=O)[O-], CC(=O)[O-], CC(C)(C)[O-], Clc1nc2ccccc2nc1Cl, [K+], Nc1cccc2ccccc12, [Pd+2], c1ccc(P(c2ccccc2)c2ccc3ccccc3c2-c2c(P(c3ccccc3)c3ccccc3)ccc3ccccc23)cc1. Yields the product Clc1nc2ccccc2nc1Nc1cccc2ccccc12. Reaction SMILES: [C:76]([O-:77])(=[O:78])[CH3:79].[C:81]([O-:82])(=[O:83])[CH3:84].[CH3:70][C:71]([CH3:72])([O-:73])[CH3:74].[Cl:47][c:48]1[n:49][c:50]2[cH:51][cH:52][cH:53][cH:54][c:55]2[n:56][c:57]1[Cl:58].[K+:75].[NH2:59][c:60]1[cH:61][cH:62][cH:63][c:64]2[cH:65][cH:66][cH:67][cH:68][c:69]12.[Pd+2:80].[cH:1]1[cH:2][cH:3][c:4]([P:5]([c:6]2[cH:7][cH:8][c:9]3[c:10]([cH:11][cH:12][cH:13][cH:14]3)[c:15]2-[c:16]2[c:17]3[c:18]([cH:19][cH:20][cH:21][cH:22]3)[cH:23][cH:24][c:25]2[P:26]([c:27]2[cH:28][cH:29][cH:30][cH:31][cH:32]2)[c:33]2[cH:34][cH:35][cH:36][cH:37][cH:38]2)[c:39]2[cH:40][cH:41][cH:42][cH:43][cH:44]2)[cH:45][cH:46]1>>[c:48]1([NH:59][c:60]2[cH:61][cH:62][cH:63][c:64]3[cH:65][cH:66][cH:67][cH:68][c:69]23)[n:49][c:50]2[cH:51][cH:52][cH:53][cH:54][c:55]2[n:56][c:57]1[Cl:58]. The reactants are OC(C(C)NC=1SC=C(N1)C(=O)OC)C (Methyl 2-(3-hydroxybutan-2-ylamino)thiazole-4-carboxylate), [OH-].[Li+] (lithium hydroxide). Solvent: C1CCOC1.O (THF water). Conditions: time 1 hour. Yields the product OC(C(C)NC=1SC=C(N1)C(=O)O)C (2-(3-hydroxybutan-2-ylamino)thiazole-4-carboxylic acid). As a reaction SMILES: [OH:1][CH:2]([CH3:15])[CH:3]([NH:5][C:6]1[S:7][CH:8]=[C:9]([C:11]([O:13]C)=[O:12])[N:10]=1)[CH3:4].[OH-].[Li+]>C1COCC1.O>[OH:1][CH:2]([CH3:15])[CH:3]([NH:5][C:6]1[S:7][CH:8]=[C:9]([C:11]([OH:13])=[O:12])[N:10]=1)[CH3:4] |f:1.2,3.4|. Reported procedure: Methyl 2-(3-hydroxybutan-2-ylamino)thiazole-4-carboxylate (1.092 g, 4.75 mmol) was dissolved in THF/water (9:1) mixture and 1M lithium hydroxide (9.49 ml, 9.49 mmol) was added slowly. The reaction mixture was stirred at RT for 1 h and evaporated to dryness. DCM and water was added and pH was adjusted to 2. Acidic water phase was washed twice with DCM and evaporated to dryness. Evaporation residue was dissolved in ethanol, a precipitation was filtered and the filtrate was evaporated to dryness to...